Dataset: the Open Reaction Database (ORD), a public repository of structured organic reaction records. Task: describe an organic reaction: reactants, conditions, products, and yield Starting materials: CCO, Cl, Cc1cccc(C2(O)CCN(c3ccc(O)nn3)CC2)c1. The product is Cc1cccc(C2=CCN(c3ccc(O)nn3)CC2)c1. As a reaction SMILES: [CH3:23][CH2:24][OH:25].[ClH:22].[OH:1][C:2]1([c:15]2[cH:16][c:17]([CH3:21])[cH:18][cH:19][cH:20]2)[CH2:3][CH2:4][N:5]([c:8]2[cH:9][cH:10][c:11]([OH:14])[n:12][n:13]2)[CH2:6][CH2:7]1>>[C:2]1([c:15]2[cH:16][c:17]([CH3:21])[cH:18][cH:19][cH:20]2)=[CH:3][CH2:4][N:5]([c:8]2[cH:9][cH:10][c:11]([OH:14])[n:12][n:13]2)[CH2:6][CH2:7]1.